Dataset: the Open Reaction Database (ORD), a public repository of structured organic reaction records. Task: describe an organic reaction: reactants, conditions, products, and yield Starting materials: O=C([O-])O, Clc1ccc(-n2cccn2)cc1, [Na+], CN(C)C=O, O=P(Cl)(Cl)Cl. The product is O=Cc1cnn(-c2ccc(Cl)cc2)c1. As a reaction SMILES: [C:18]([O-:19])(=[O:20])[OH:21].[Cl:6][c:7]1[cH:8][cH:9][c:10](-[n:13]2[n:14][cH:15][cH:16][cH:17]2)[cH:11][cH:12]1.[Na+:22].[O:23]=[CH:24][N:25]([CH3:26])[CH3:27].[P:1]([Cl:2])([Cl:3])([Cl:4])=[O:5]>>[Cl:6][c:7]1[cH:8][cH:9][c:10](-[n:13]2[n:14][cH:15][c:16]([CH:18]=[O:19])[cH:17]2)[cH:11][cH:12]1.